Dataset: the Open Reaction Database (ORD), a public repository of structured organic reaction records. Task: describe an organic reaction: reactants, conditions, products, and yield Starting materials: C1(=CC=CC=C1)P(C1=C(C=CC=C1)C)C1=CC=CC=C1 (diphenyl(2-methylphenyl)phosphine), NOS(=O)(=O)O (hydroxylamine-O-sulfonic acid). The solvent is CO (methanol), CO (methanol). Conditions: time 5 minute. The product is S(=O)(=O)([O-])[O-].CC1=C(C=CC=C1)P1([CH-]C=CC=C1)(C1=CC=CC=C1)C1=CC=CC=C1 (P-(2-methylphenyl)-P,P-diphenylphosphine inide, sulfate salt). The yield is 115.3%. As a reaction SMILES: [C:1]1([P:7]([C:15]2[CH:20]=[CH:19][CH:18]=[CH:17][CH:16]=2)[C:8]2[CH:13]=[CH:12][CH:11]=[CH:10][C:9]=2[CH3:14])[CH:6]=[CH:5][CH:4]=[CH:3][CH:2]=1.N[O:22][S:23]([OH:26])(=[O:25])=[O:24]>CO>[S:23]([O-:26])([O-:25])(=[O:24])=[O:22].[CH3:14][C:9]1[CH:10]=[CH:11][CH:12]=[CH:13][C:8]=1[P:7]1([C:1]2[CH:2]=[CH:3][CH:4]=[CH:5][CH:6]=2)([C:15]2[CH:20]=[CH:19][CH:18]=[CH:17][CH:16]=2)[CH:3]=[CH:2][CH:1]=[CH:6][CH-:5]1 |f:3.4|. Procedure details: A mixture of 9.2 g of diphenyl(2-methylphenyl)phosphine in 65 ml of methanol was heated to solution on a steam bath, then cooled to room temperature. Over 5 minutes, a solution of 3.76 g of hydroxylamine-O-sulfonic acid in 24 ml of methanol was added. This mixture was filtered into 400 ml of ether and the solid collected giving 8.40 g of P-(2-methylphenyl)-P,P-diphenylphosphine inide, sulfate salt. Reactants: BrB(Br)Br, CCOC(=O)C=Cc1ccc(-c2ccc(OCc3ccccc3)c(C34CC5CC(CC(C5)C3)C4)c2)c(C)c1, CCOC(C)=O, CCCCCC, ClCCl. Yields the product CCOC(=O)C=Cc1ccc(-c2ccc(O)c(C34CC5CC(CC(C5)C3)C4)c2)c(C)c1. Reaction SMILES: [B:39]([Br:40])([Br:41])[Br:42].[C:1]12([c:11]3[cH:12][c:13](-[c:25]4[c:26]([CH3:38])[cH:27][c:28]([CH:29]=[CH:30][C:31](=[O:32])[O:33][CH2:34][CH3:35])[cH:36][cH:37]4)[cH:14][cH:15][c:16]3[O:17][CH2:18][c:19]3[cH:20][cH:21][cH:22][cH:23][cH:24]3)[CH2:2][CH:3]3[CH2:4][CH:5]([CH2:6][CH:7]([CH2:8]1)[CH2:9]3)[CH2:10]2.[CH3:43][CH2:44][O:45][C:46]([CH3:47])=[O:48].[CH3:49][CH2:50][CH2:51][CH2:52][CH2:53][CH3:54].[Cl:55][CH2:56][Cl:57]>>[C:1]12([c:11]3[cH:12][c:13](-[c:25]4[c:26]([CH3:38])[cH:27][c:28]([CH:29]=[CH:30][C:31](=[O:32])[O:33][CH2:34][CH3:35])[cH:36][cH:37]4)[cH:14][cH:15][c:16]3[OH:17])[CH2:2][CH:3]3[CH2:4][CH:5]([CH2:6][CH:7]([CH2:8]1)[CH2:9]3)[CH2:10]2. The reactants are CC(C)(C)OC(=O)NC1CCC(O)CC1, CS(=O)(=O)Cl, CO, O, c1ccncc1. Yields the product CC(C)(C)OC(=O)NC1CCC(OS(C)(=O)=O)CC1. As a reaction SMILES: [C:1]([CH3:2])([CH3:3])([CH3:4])[O:5][C:6](=[O:7])[NH:8][CH:9]1[CH2:10][CH2:11][CH:12]([OH:15])[CH2:13][CH2:14]1.[CH3:16][S:17]([Cl:18])(=[O:19])=[O:20].[CH3:21][OH:22].[OH2:23].[cH:24]1[cH:25][cH:26][n:27][cH:28][cH:29]1>>[C:1]([CH3:2])([CH3:3])([CH3:4])[O:5][C:6](=[O:7])[NH:8][CH:9]1[CH2:10][CH2:11][CH:12]([O:15][S:17]([CH3:16])(=[O:19])=[O:20])[CH2:13][CH2:14]1. Reactants: O[C@H]1CC2CC([C@H]3[C@@H]4CC[C@H]([C@@H](CCC(=O)O)C)[C@]4(CC[C@@H]3[C@]2(CC1)C)C)=O (3α-hydroxy-7-keto-cholanic acid), liquid, N (ammonia), [Li] (lithium), O1CCCC1 (tetrahydrofuran). The solvent is O (water), CO (methanol), CO (methanol). Reaction conditions: temperature 27 celsius, time 15 minute. The product is C[C@H](CCC(=O)O)[C@H]1CC[C@@H]2[C@@]1(CC[C@H]3[C@H]2[C@H](C[C@H]4[C@@]3(CC[C@H](C4)O)C)O)C (ursodesoxycholic acid). Yield: 0.1%. RXN SMILES: O1CCCC1.N.[OH:7][C@@H:8]1[CH2:31][CH2:30][C@@:29]2([CH3:32])[CH:10]([CH2:11][C:12](=[O:34])[C@@H:13]3[C@@H:28]2[CH2:27][CH2:26][C@@:25]2([CH3:33])[C@H:14]3[CH2:15][CH2:16][C@@H:17]2[C@H:18]([CH3:24])[CH2:19][CH2:20][C:21]([OH:23])=[O:22])[CH2:9]1.[Li]>O.CO>[CH3:24][C@@H:18]([C@@H:17]1[C@@:25]2([CH3:33])[CH2:26][CH2:27][C@@H:28]3[C@@:29]4([CH3:32])[CH2:30][CH2:31][C@@H:8]([OH:7])[CH2:9][C@H:10]4[CH2:11][C@H:12]([OH:34])[C@H:13]3[C@@H:14]2[CH2:15][CH2:16]1)[CH2:19][CH2:20][C:21]([OH:23])=[O:22] |^1:34|. Procedure: A mixture of 9.180 liters of tetrahydrofuran and 0.460 liters of methanol at -10° C. and 7.650 liters of liquid ammonia was stirred for one hour at -35° to -40° C. and then 1.530 kg of 3α-hydroxy-7-keto-cholanic acid were added thereto over 15 minutes. 111 g of lithium were added with stirring at -35° to -38° C. over one hour to the mixture which was then stirred for one hour at -35° to -38° C. 1.530 liters of methanol were added to the mixture over 15 minutes and then 1.530 liters of deminerali... Reactants: CC(C)(C)OC(=O)CBr, CC#N, CCOC(C)=O, CCN(C(C)C)C(C)C, CC(C)Oc1ccc(-c2nc(-c3ccc4c(c3)OCCNC4)no2)cc1Cl, O. The product is CC(C)Oc1ccc(-c2nc(-c3ccc4c(c3)OCCN(CC(=O)OC(C)(C)C)C4)no2)cc1Cl. RXN SMILES: [Br:28][CH2:29][C:30](=[O:31])[O:32][C:33]([CH3:34])([CH3:35])[CH3:36].[CH3:46][C:47]#[N:48].[CH3:49][CH2:50][O:51][C:52]([CH3:53])=[O:54].[CH:37]([N:38]([CH2:39][CH3:40])[CH:41]([CH3:42])[CH3:43])([CH3:44])[CH3:45].[Cl:1][c:2]1[cH:3][c:4](-[c:12]2[n:13][c:14](-[c:17]3[cH:18][c:19]4[c:20]([cH:26][cH:27]3)[CH2:21][NH:22][CH2:23][CH2:24][O:25]4)[n:15][o:16]2)[cH:5][cH:6][c:7]1[O:8][CH:9]([CH3:10])[CH3:11].[OH2:55]>>[Cl:1][c:2]1[cH:3][c:4](-[c:12]2[n:13][c:14](-[c:17]3[cH:18][c:19]4[c:20]([cH:26][cH:27]3)[CH2:21][N:22]([CH2:29][C:30](=[O:31])[O:32][C:33]([CH3:34])([CH3:35])[CH3:36])[CH2:23][CH2:24][O:25]4)[n:15][o:16]2)[cH:5][cH:6][c:7]1[O:8][CH:9]([CH3:10])[CH3:11]. Reactants: Cn1cc(Br)c(NC(=O)OCC(Cl)(Cl)Cl)n1, CC(C)OC(=O)N=NC(=O)OC(C)C, CN(C)C=O, O, COc1ccc(COC(=O)C(O)CC(C)C)cc1, c1ccc(P(c2ccccc2)c2ccccc2)cc1. Product: COc1ccc(COC(=O)C(CC(C)C)N(C(=O)OCC(Cl)(Cl)Cl)c2nn(C)cc2Br)cc1. RXN SMILES: [Br:1][c:2]1[c:3]([NH:8][C:9]([O:10][CH2:11][C:12]([Cl:13])([Cl:14])[Cl:15])=[O:16])[n:4][n:5]([CH3:7])[cH:6]1.[O:54]=[C:55]([O:56][CH:57]([CH3:58])[CH3:59])[N:60]=[N:61][C:62]([O:63][CH:64]([CH3:65])[CH3:66])=[O:67].[O:68]=[CH:69][N:70]([CH3:71])[CH3:72].[OH2:73].[OH:17][CH:18]([C:19](=[O:20])[O:21][CH2:22][c:23]1[cH:24][cH:25][c:26]([O:29][CH3:30])[cH:27][cH:28]1)[CH2:31][CH:32]([CH3:33])[CH3:34].[c:35]1([P:36]([c:37]2[cH:38][cH:39][cH:40][cH:41][cH:42]2)[c:43]2[cH:44][cH:45][cH:46][cH:47][cH:48]2)[cH:49][cH:50][cH:51][cH:52][cH:53]1>>[Br:1][c:2]1[c:3]([N:8]([C:9]([O:10][CH2:11][C:12]([Cl:13])([Cl:14])[Cl:15])=[O:16])[CH:18]([C:19](=[O:20])[O:21][CH2:22][c:23]2[cH:24][cH:25][c:26]([O:29][CH3:30])[cH:27][cH:28]2)[CH2:31][CH:32]([CH3:33])[CH3:34])[n:4][n:5]([CH3:7])[cH:6]1. Reported procedure: To a mixture of 5-chloroisatoic anhydride (5.00 g, 25.3 mmol) and benzylbromide (78.83 g, 50.6 mmol) in 50 ml of CH3CN was added 7.57 ml of DBU (50.6 mmol) at rt under Ar. The resulting mixture was stirred at rt for 16 hr. Treated with 100 ml of EtOAc, the mixture was washed with H2O, brine and dried (Na2SO4). Removal of the solvent in vacuo followed by flash chromatography of the residue on silica gel (10% DCM/hexanes-5% EtOAc/hexanes) gave 6.50 g (73%) of product as a brown oil.: 1H-NMR (CDCl3... As a reaction SMILES: [Cl:1][C:2]1[CH:13]=[C:6]2[C:7]([O:9][C:10](=O)[NH:11][C:5]2=[CH:4][CH:3]=1)=[O:8].[CH2:14](Br)[C:15]1[CH:20]=[CH:19][CH:18]=[CH:17][CH:16]=1.[CH2:22]1[CH2:32][CH2:31]N2[C:25](=NCCC2)[CH2:24][CH2:23]1.CCOC(C)=O>CC#N>[CH2:10]([O:9][C:7](=[O:8])[C:6]1[CH:13]=[C:2]([Cl:1])[CH:3]=[CH:4][C:5]=1[NH:11][CH2:14][C:15]1[CH:20]=[CH:19][CH:18]=[CH:17][CH:16]=1)[C:22]1[CH:23]=[CH:24][CH:25]=[CH:31][CH:32]=1. Yield: 73.0%. Product: C(C1=CC=CC=C1)OC(C1=C(C=CC(=C1)Cl)NCC1=CC=CC=C1)=O (2-Benzylamino-5-chloro-benzoic acid benzyl ester). Run at time 16 hour. Run in CC#N (CH3CN). The reactants are CCOC(=O)C (EtOAc), ClC1=CC=C2C(C(=O)OC(N2)=O)=C1 (5-chloroisatoic anhydride), C(C1=CC=CC=C1)Br (benzylbromide), C1CCC2=NCCCN2CC1 (DBU). Starting materials: CC1=CN=NC1=O (4-methylpyrazol-5-one), [H-].[Na+] (sodium hydride), ClC=1C=C(CCl)C=CC1Cl (3,4-dichlorobenzyl chloride). Run in CN(C=O)C (dimethylformamide). Product: CC1=CNN(C1=O)CC1=CC(=C(C=C1)Cl)Cl (4-Methyl-1-(3,4-dichlorobenzyl)-pyrazol-5-one). Reaction SMILES: [CH3:1][C:2]1[C:6](=[O:7])[N:5]=[N:4][CH:3]=1.[H-].[Na+].[Cl:10][C:11]1[CH:12]=[C:13]([CH:16]=[CH:17][C:18]=1[Cl:19])[CH2:14]Cl>CN(C)C=O>[CH3:1][C:2]1[C:6](=[O:7])[N:5]([CH2:14][C:13]2[CH:16]=[CH:17][C:18]([Cl:19])=[C:11]([Cl:10])[CH:12]=2)[NH:4][CH:3]=1 |f:1.2|. Reported procedure: 19.6 g of 4-methylpyrazol-5-one were added in portions to a suspension of 5.0 g of sodium hydride in 100 ml of absolute dimethylformamide. After the evolution of H2 had ceased, 39 g of 3,4-dichlorobenzyl chloride were added dropwise to the reaction solution. The reactants are CN(C)C=O, CSCCC(N)CO, O, O=C1OC(c2cc3ccccc3s2)=NC12CCCCC2. Product: CSCCC(CO)NC(=O)C1(NC(=O)c2cc3ccccc3s2)CCCCC1. RXN SMILES: [CH3:30][N:31]([CH3:32])[CH:33]=[O:34].[NH2:1][CH:2]([CH2:3][CH2:4][S:5][CH3:6])[CH2:7][OH:8].[OH2:29].[s:9]1[c:10]([C:18]2=[N:19][C:20]3([C:21](=[O:23])[O:22]2)[CH2:24][CH2:25][CH2:26][CH2:27][CH2:28]3)[cH:11][c:12]2[c:13]1[cH:14][cH:15][cH:16][cH:17]2>>[NH:1]([CH:2]([CH2:3][CH2:4][S:5][CH3:6])[CH2:7][OH:8])[C:21]([C:20]1([NH:19][C:18]([c:10]2[s:9][c:13]3[c:12]([cH:11]2)[cH:17][cH:16][cH:15][cH:14]3)=[O:22])[CH2:24][CH2:25][CH2:26][CH2:27][CH2:28]1)=[O:23]. The reactants are compound, [H-].[Na+] (sodium hydride), C1(=CC=CC=C1)CCCCCCC(=O)Cl (7-phenylheptanoyl chloride), OC1=CC(N(C2=NC=CC=C12)C1=CC=CC=C1)=O (4-hydroxy-1-phenyl-1,8-naphthyridin-2(1H)-one), O (water). Run in CN(C)C=O (DMF). Reaction conditions: time 40 minute. The product is C1(=CC=CC=C1)N1C(C=C(C2=CC=CN=C12)OC(CCCCCCC1=CC=CC=C1)=O)=O (1-phenyl-4-(7-phenylheptanoyloxy)-1,8-naphthyridin-2(1H)-one), crystal. Isolated yield 89.0%. As a reaction SMILES: [OH:1][C:2]1[C:11]2[C:6](=[N:7][CH:8]=[CH:9][CH:10]=2)[N:5]([C:12]2[CH:17]=[CH:16][CH:15]=[CH:14][CH:13]=2)[C:4](=[O:18])[CH:3]=1.[H-].[Na+].[C:21]1([CH2:27][CH2:28][CH2:29][CH2:30][CH2:31][CH2:32][C:33](Cl)=[O:34])[CH:26]=[CH:25][CH:24]=[CH:23][CH:22]=1.O>CN(C=O)C>[C:12]1([N:5]2[C:6]3[C:11](=[CH:10][CH:9]=[CH:8][N:7]=3)[C:2]([O:1][C:33](=[O:34])[CH2:32][CH2:31][CH2:30][CH2:29][CH2:28][CH2:27][C:21]3[CH:22]=[CH:23][CH:24]=[CH:25][CH:26]=3)=[CH:3][C:4]2=[O:18])[CH:13]=[CH:14][CH:15]=[CH:16][CH:17]=1 |f:1.2|. Reported procedure: In accordance with a process described in JP-61-246183A, 4-hydroxy-1-phenyl-1,8-naphthyridin-2(1H)-one was synthesized. To a suspension of the synthesized compound (953 mg, 4.0 mmol) in DMF (32 mL) was added sodium hydride (purity of about 60%, 176 mg, 4.4 mmol, 1.1 eq.), and the mixture was stirred at a room temperature for 40 minutes. Then, 7-phenylheptanoyl chloride (4.8 mmol, 1.2 eq.) was added thereto with cooling in an ice bath, and the mixture was stirred at a room temperature for 1.5 hou...